From a dataset of the Open Reaction Database (ORD), a public repository of structured organic reaction records. describe an organic reaction: reactants, conditions, products, and yield Starting materials: ClC1=CC=C(C=C2N(CCC2)C)C=C1 (2-(p-chlorobenzylidene)-1-methylpyrrolidine). The reagents and catalysts are [Ni] (Raney nickel). Solvent: CO (methanol). Yields the product ClC1=CC=C(CC2N(CCC2)C)C=C1 (2-(4-chlorobenzyl)-1-methylpyrrolidine). Yield: 80.3%. As a reaction SMILES: [Cl:1][C:2]1[CH:14]=[CH:13][C:5]([CH:6]=[C:7]2[CH2:11][CH2:10][CH2:9][N:8]2[CH3:12])=[CH:4][CH:3]=1>CO.[Ni]>[Cl:1][C:2]1[CH:14]=[CH:13][C:5]([CH2:6][CH:7]2[CH2:11][CH2:10][CH2:9][N:8]2[CH3:12])=[CH:4][CH:3]=1. Procedure: Dissolve 28 g of 2-(p-chlorobenzylidene)-1-methylpyrrolidine in 250 ml of methanol and hydrogenate the thus-obtained solution with Raney nickel as catalyst. Filter the catalyst from the hydrogenated product and then concentrate the filtrate to obtain 22.7 g of the title compound having a boiling point of 75° at 0.005 millimeters (mm) of Hg (yield: 81% of theory). The picrate (from ethanol) melts at 149°. Starting materials: CO, Cl, ClCCl, NC1=Nc2sccc2C(c2ccccc2F)=NC1, [Na+], [OH-]. Product: NC1=Nc2sc(Cl)cc2C(c2ccccc2F)=NC1. As a reaction SMILES: [CH3:25][OH:26].[Cl:19].[Cl:22][CH2:23][Cl:24].[F:1][c:2]1[c:3]([C:8]2=[N:14][CH2:13][C:12]([NH2:15])=[N:11][c:10]3[c:9]2[cH:18][cH:17][s:16]3)[cH:4][cH:5][cH:6][cH:7]1.[Na+:21].[OH-:20]>>[F:1][c:2]1[c:3]([C:8]2=[N:14][CH2:13][C:12]([NH2:15])=[N:11][c:10]3[c:9]2[cH:18][c:17]([Cl:22])[s:16]3)[cH:4][cH:5][cH:6][cH:7]1.